From a dataset of the Open Reaction Database (ORD), a public repository of structured organic reaction records. describe an organic reaction: reactants, conditions, products, and yield Starting materials: C(C)(=O)C1=NC=CC=C1C(F)(F)F (2-acetyl-3-trifluoromethylpyridine), [BH4-].[Na+] (NaBH4). Solvent: CO (MeOH). Run at temperature -10 celsius, time 45 minute. Product: FC(C=1C(=NC=CC1)C(C)O)(F)F (1-(3-(trifluoromethyl)pyridin-2-yl)ethanol). Reaction SMILES: [C:1]([C:4]1[C:9]([C:10]([F:13])([F:12])[F:11])=[CH:8][CH:7]=[CH:6][N:5]=1)(=[O:3])[CH3:2].[BH4-].[Na+]>CO>[F:13][C:10]([F:11])([F:12])[C:9]1[C:4]([CH:1]([OH:3])[CH3:2])=[N:5][CH:6]=[CH:7][CH:8]=1 |f:1.2|. Procedure: Dissolve 2-acetyl-3-trifluoromethylpyridine (76 g, 0.4021 moles) in anhydrous MeOH (1100 mL) and cool the resulting solution at −10° C. under N2 atmosphere. Add NaBH4 (16.0 g, 0.4238 moles) in small portions over a period of 45 minutes and stir further at −10° C. for an additional 45 minutes. Quench the reaction mixture with water (100 mL) and warm to room temperature. Concentrate the reaction mixture under vacuum, dilute with water (500 mL), extract with EtOAc (3×250 mL) and dry (MgSO4). Filter... The solvent is C1(=CC=CC=C1)C (toluene). Isolated yield 98.9%. RXN SMILES: [N+:1]([C:4]1[CH:13]=[C:12]2[C:7]([CH2:8][CH2:9][CH:10](O)[CH2:11]2)=[CH:6][CH:5]=1)([O-:3])=[O:2].S(O)(C1C=CC(C)=CC=1)(=O)=O.O>C1(C)C=CC=CC=1>[N+:1]([C:4]1[CH:13]=[C:12]2[C:7]([CH2:8][CH2:9][CH:10]=[CH:11]2)=[CH:6][CH:5]=1)([O-:3])=[O:2] |f:1.2|. Starting materials: [N+](=O)([O-])C1=CC=C2CCC(CC2=C1)O (7-nitro-1,2,3,4-tetrahydo-2-naphthalenol), S(=O)(=O)(C1=CC=C(C)C=C1)O.O (TsOH—H2O). Yields the product [N+](=O)([O-])C1=CC=C2CCC=CC2=C1 (7-nitro-3,4-dihydronaphthalene). Procedure: 7-nitro-1,2,3,4-tetrahydo-2-naphthalenol (10.13 g, 0.053 mol) (from Preparation 1) was heated in the presence of TsOH—H2O (1.72 g, 0.009 mol, 0.2 equiv.) in toluene (150 ml) for 2 h at 100° C. The solvent was removed under reduced pressure and the residue was treated with EtOAc (150 ml) and saturated aqueous NaHCO3 (150 ml). The aqueous layer was separated and extracted with additional EtOAc (2×100 ml). The combined organic layers were washed with saturated aqueous NaCl (200 ml), dried (Na2SO4),... Starting materials: FC1=CC=C(C=C1)C1C(NC(O1)=O)CC1=CC=C(C=C1)OC1=CC=CC=C1 ((4RS,5SR)-5-(4-fluorophenyl)-4-((4-(phenyloxy)phenyl)methyl)-1,3-oxazolidin-2-one), [OH-].[Na+] (sodium hydroxide). Solvent: C(C)O (ethanol). The product is NC(C(O)C1=CC=C(C=C1)F)CC1=CC=C(C=C1)OC1=CC=CC=C1 ((1RS,2SR)-2-amino-1-(4-fluorophenyl)-3-(4-(phenyloxy)phenyl)-1-propanol). Yield: 94.8%. RXN SMILES: [F:1][C:2]1[CH:7]=[CH:6][C:5]([CH:8]2[O:12]C(=O)[NH:10][CH:9]2[CH2:14][C:15]2[CH:20]=[CH:19][C:18]([O:21][C:22]3[CH:27]=[CH:26][CH:25]=[CH:24][CH:23]=3)=[CH:17][CH:16]=2)=[CH:4][CH:3]=1.[OH-].[Na+]>C(O)C>[NH2:10][CH:9]([CH2:14][C:15]1[CH:20]=[CH:19][C:18]([O:21][C:22]2[CH:27]=[CH:26][CH:25]=[CH:24][CH:23]=2)=[CH:17][CH:16]=1)[CH:8]([C:5]1[CH:4]=[CH:3][C:2]([F:1])=[CH:7][CH:6]=1)[OH:12] |f:1.2|. Procedure details: To a solution of (4RS,5SR)-5-(4-fluorophenyl)-4-((4-(phenyloxy)phenyl)methyl)-1,3-oxazolidin-2-one (2.5 g, 6.88 mmol) in ethanol (20 ml) was added 8N aqueous sodium hydroxide solution (4.30 ml, 34.4 mmol) and the mixture was heated under reflux for 6 hrs. The reaction solution was concentrated, diluted with water (100 ml) and extracted with ethyl acetate (100 ml×2). The extract was washed with saturated brine, dried over anhydrous magnesium sulfate and evaporated under reduced pressure to give (... Starting materials: C(C)(C)(C)O[C@H](C(=O)OC)C1=C(C2=C(N=C(S2)N2C(C(=CC=C2)C=2C=C3C=NN(C3=CC2)C)=O)C=C1C)C1=CC=C(C=C1)Cl ((S)-methyl 2-tert-butoxy-2-(7-(4-chlorophenyl)-5-methyl-2-(3-(1-methyl-1H-indazol-5-yl)-2-oxopyridin-1(2H)-yl)benzo[d]thiazol-6-yl)acetate), CN1N=CC2=CC(=CC=C12)C=1C=CC(NC1)=O (5-(1-methyl-1H-indazol-5-yl)pyridin-2(1H)-one). The product is C(C)(C)(C)O[C@H](C(=O)OC)C1=C(C2=C(N=C(S2)N2C(C=CC(=C2)C=2C=C3C=NN(C3=CC2)C)=O)C=C1C)C1=CC=C(C=C1)Cl ((S)-methyl 2-tert-butoxy-2-(7-(4-chlorophenyl)-5-methyl-2-(5-(1-methyl-1H-indazol-5-yl)-2-oxopyridin-1(2H)-yl)benzo[d]thiazol-6-yl)acetate). RXN SMILES: [C:1]([O:5][C@@H:6]([C:11]1[C:36]([CH3:37])=[CH:35][C:14]2[N:15]=[C:16]([N:18]3[CH:23]=[CH:22][CH:21]=[C:20](C4C=C5C(=CC=4)N(C)N=C5)[C:19]3=[O:34])[S:17][C:13]=2[C:12]=1[C:38]1[CH:43]=[CH:42][C:41]([Cl:44])=[CH:40][CH:39]=1)[C:7]([O:9][CH3:10])=[O:8])([CH3:4])([CH3:3])[CH3:2].[CH3:45][N:46]1[C:54]2[C:49](=[CH:50][C:51](C3C=CC(=O)NC=3)=[CH:52][CH:53]=2)[CH:48]=[N:47]1>>[C:1]([O:5][C@@H:6]([C:11]1[C:36]([CH3:37])=[CH:35][C:14]2[N:15]=[C:16]([N:18]3[CH:23]=[C:22]([C:51]4[CH:50]=[C:49]5[C:54](=[CH:53][CH:52]=4)[N:46]([CH3:45])[N:47]=[CH:48]5)[CH:21]=[CH:20][C:19]3=[O:34])[S:17][C:13]=2[C:12]=1[C:38]1[CH:39]=[CH:40][C:41]([Cl:44])=[CH:42][CH:43]=1)[C:7]([O:9][CH3:10])=[O:8])([CH3:3])([CH3:4])[CH3:2]. Procedure details: Compound (S)-methyl 2-tert-butoxy-2-(7-(4-chlorophenyl)-5-methyl-2-(5-(1-methyl-1H-indazol-5-yl)-2-oxopyridin-1(2H)-yl)benzo[d]thiazol-6-yl)acetate was prepared following the procedure used to prepare (S)-methyl 2-tert-butoxy-2-(7-(4-chlorophenyl)-5-methyl-2-(3-(1-methyl-1H-indazol-5-yl)-2-oxopyridin-1(2H)-yl)benzo[d]thiazol-6-yl)acetate of Example 27, except that 5-(1-methyl-1H-indazol-5-yl)pyridin-2(1H)-one was used instead of 3-(1-methyl-1H-indazol-5-yl)pyridin-2(1H)-one. LCMS-ESI+ (m/z): [M+... Reactants: ice water, ClC1=C(C(=O)O)C=C(C=C1)[N+](=O)[O-] (2-chloro-5-nitrobenzoic acid), N1CCCCC1 (piperidine), Cl (HCl). Product: [N+](=O)([O-])C=1C=CC(=C(C(=O)O)C1)N1CCCCC1 (5-nitro-2-piperidinobenzoic acid). As a reaction SMILES: Cl[C:2]1[CH:10]=[CH:9][C:8]([N+:11]([O-:13])=[O:12])=[CH:7][C:3]=1[C:4]([OH:6])=[O:5].Cl.[NH:15]1[CH2:20][CH2:19][CH2:18][CH2:17][CH2:16]1>>[N+:11]([C:8]1[CH:9]=[CH:10][C:2]([N:15]2[CH2:20][CH2:19][CH2:18][CH2:17][CH2:16]2)=[C:3]([CH:7]=1)[C:4]([OH:6])=[O:5])([O-:13])=[O:12]. Reported procedure: 30 Grams 2-chloro-5-nitrobenzoic acid was added in portions to 150 ml piperidine. The temperature of the reaction was allowed to rise during the addition. After the addition was complete, the reaction was heated at reflux temperature for two hours. The hot reaction mixture was poured into ice water, made acid by the addition of concentrated HCl until precipitation of the product was complete and filtered. The filter cake was recrystallized from ethanol to give 30.4 grams 5-nitro-2-piperidinobenz... Product: COC1=C(C=CC=C1)C1=CC2=C(N=C(N=C2)N)N=C1N (6-(2-Methoxy-phenyl)-pyrido[2,3-d]pyrimidine-2,7-diamine). Reaction SMILES: [CH3:1][O:2][C:3]1[CH:11]=[CH:10][CH:9]=[CH:8][C:4]=1[CH2:5][C:6]#[N:7].[NH2:12][C:13]1[N:18]=[C:17]([NH2:19])[C:16]([CH:20]=O)=[CH:15][N:14]=1>>[CH3:1][O:2][C:3]1[CH:11]=[CH:10][CH:9]=[CH:8][C:4]=1[C:5]1[C:6]([NH2:7])=[N:19][C:17]2[N:18]=[C:13]([NH2:12])[N:14]=[CH:15][C:16]=2[CH:20]=1. Reactants: COC1=C(CC#N)C=CC=C1 (2-methoxybenzyl cyanide), NC1=NC=C(C(=N1)N)C=O (2,4-diamino-5-pyrimidine-carboxaldehyde). Procedure: The title compound was prepared according to Example 1, starting from 2-methoxybenzyl cyanide and 2,4-diamino-5-pyrimidine-carboxaldehyde; mp 304°-306° C. (dec). The reactants are COC(=O)C(C)(C)NC(=O)c1ccc2ccccc2c1OC(C)c1nc2ccccc2s1, CO, Cl, [Na+], [OH-]. Yields the product CC(Oc1c(C(=O)NC(C)(C)C(=O)O)ccc2ccccc12)c1nc2ccccc2s1. RXN SMILES: [CH3:1][O:2][C:3]([C:4]([CH3:5])([CH3:6])[NH:7][C:8](=[O:9])[c:10]1[c:11]([O:20][CH:21]([CH3:22])[c:23]2[s:24][c:25]3[c:26]([n:27]2)[cH:28][cH:29][cH:30][cH:31]3)[c:12]2[cH:13][cH:14][cH:15][cH:16][c:17]2[cH:18][cH:19]1)=[O:32].[CH3:34][OH:35].[ClH:33].[Na+:37].[OH-:36]>>[O:2]=[C:3]([C:4]([CH3:5])([CH3:6])[NH:7][C:8](=[O:9])[c:10]1[c:11]([O:20][CH:21]([CH3:22])[c:23]2[s:24][c:25]3[c:26]([n:27]2)[cH:28][cH:29][cH:30][cH:31]3)[c:12]2[cH:13][cH:14][cH:15][cH:16][c:17]2[cH:18][cH:19]1)[OH:32]. Reactants: CCOC(=O)CC(=O)O, CC(=O)[O-], CCO, [NH4+], O=Cc1ccc2occc2n1. Product: CCOC(=O)CC(N)c1ccc2occc2n1. As a reaction SMILES: [C:12]([CH2:13][C:14]([OH:15])=[O:16])(=[O:17])[O:18][CH2:19][CH3:20].[CH3:22][C:23](=[O:24])[O-:25].[CH3:26][CH2:27][OH:28].[NH4+:21].[o:1]1[cH:2][cH:3][c:4]2[n:5][c:6]([CH:10]=[O:11])[cH:7][cH:8][c:9]12>>[o:1]1[cH:2][cH:3][c:4]2[n:5][c:6]([CH:10]([CH2:13][C:12](=[O:17])[O:18][CH2:19][CH3:20])[NH2:21])[cH:7][cH:8][c:9]12. Starting materials: CCCCCCCCCCCC(=O)Cl, C1CSCCN1. Yields the product CCCCCCCCCCCC(=O)N1CCSCC1. As a reaction SMILES: [C:7]([CH2:8][CH2:9][CH2:10][CH2:11][CH2:12][CH2:13][CH2:14][CH2:15][CH2:16][CH2:17][CH3:18])(=[O:19])[Cl:20].[CH2:1]1[CH2:2][S:3][CH2:4][CH2:5][NH:6]1>>[CH2:1]1[CH2:2][S:3][CH2:4][CH2:5][N:6]1[C:7]([CH2:8][CH2:9][CH2:10][CH2:11][CH2:12][CH2:13][CH2:14][CH2:15][CH2:16][CH2:17][CH3:18])=[O:19].